Dataset: the Open Reaction Database (ORD), a public repository of structured organic reaction records. Task: describe an organic reaction: reactants, conditions, products, and yield Starting materials: solid, Cl.Cl.Cl.O1CCC=2C1=C(N=CC2)N2CCN(CC2)CC[C@@H]2CC[C@H](CC2)N (trans-4-{2-[4-(2,3-dihydro-furo[2,3-c]pyridin-7-yl)-piperazin-1-yl]-ethyl}-cyclohexylamine trihydrochloride), Cl.Cl.Cl.O1CCC=2C1=C(N=CC2)N2CCN(CC2)CC[C@@H]2CC[C@H](CC2)N (trans-4-{2-[4-(2,3-dihydro-furo[2,3-c]pyridin-7-yl)-piperazin-1-yl]-ethyl}-cyclohexylamine trihydrochloride), O1COC2=C1C=CC(=C2)CC(=O)O (2-(benzo[d][1,3]dioxol-5-yl)-acetic acid). Yields the product O1COC2=C1C=CC(=C2)CC(=O)N[C@@H]2CC[C@H](CC2)CCN2CCN(CC2)C=2N=CC=C1C2OCC1 (trans-2-Benzo[1,3]dioxol-5-yl-N-(4-{2-[4-(2,3-dihydro-furo[2,3-c]pyridin-7-yl)-piperazin-1-yl]-ethyl}-cyclohexyl)-acetamide). RXN SMILES: Cl.Cl.Cl.[O:4]1[C:8]2=[C:9]([N:13]3[CH2:18][CH2:17][N:16]([CH2:19][CH2:20][C@H:21]4[CH2:26][CH2:25][C@H:24]([NH2:27])[CH2:23][CH2:22]4)[CH2:15][CH2:14]3)[N:10]=[CH:11][CH:12]=[C:7]2[CH2:6][CH2:5]1.[O:28]1[C:32]2[CH:33]=[CH:34][C:35]([CH2:37][C:38](O)=[O:39])=[CH:36][C:31]=2[O:30][CH2:29]1>>[O:28]1[C:32]2[CH:33]=[CH:34][C:35]([CH2:37][C:38]([NH:27][C@H:24]3[CH2:25][CH2:26][C@H:21]([CH2:20][CH2:19][N:16]4[CH2:17][CH2:18][N:13]([C:9]5[N:10]=[CH:11][CH:12]=[C:7]6[CH2:6][CH2:5][O:4][C:8]=56)[CH2:14][CH2:15]4)[CH2:22][CH2:23]3)=[O:39])=[CH:36][C:31]=2[O:30][CH2:29]1 |f:0.1.2.3|. Procedure details: The title compound, white solid (113 mg, 92%), MS (ISP) m/z=493.3 [(M+H)+], mp 187° C., was prepared in accordance with the general method of example 6 from trans-4-{2-[4-(2,3-dihydro-furo[2,3-c]pyridin-7-yl)-piperazin-1-yl]-ethyl}-cyclohexylamine trihydrochloride (intermediate B) (110 mg, 0.25 mmol) and 2-(benzo[d][1,3]dioxol-5-yl)-acetic acid.